Dataset: the Open Reaction Database (ORD), a public repository of structured organic reaction records. Task: describe an organic reaction: reactants, conditions, products, and yield Starting materials: C(C)(=O)O (Acetic acid), FC1=CC=C(C=C1)N1N=CC=2C=C3C(=NC21)CCCC(C3)=O (1-(4-fluorophenyl)-5,7,8,9-tetrahydrocyclohepta[b]pyrazolo[4,3-e]pyridin-6(1H)-one), N1=C(C=CC=C1)C=O (picolinaldehyde), [Li+].C[Si](C)(C)[N-][Si](C)(C)C (LiHMDS). The solvent is C1CCOC1 (THF). Reaction conditions: temperature -70 celsius, time 5 minute. Product: FC1=CC=C(C=C1)N1N=CC=2C=C\3C(=NC21)CCCC(/C3=C/C3=NC=CC=C3)=O ((E)-1-(4-fluorophenyl)-5-(pyridin-2-ylmethylene)-5,7,8,9-tetrahydrocyclohepta[b]pyrazolo[4,3-e]pyridin-6(1H)-one). As a reaction SMILES: [F:1][C:2]1[CH:7]=[CH:6][C:5]([N:8]2[C:16]3[N:15]=[C:14]4[CH2:17][CH2:18][CH2:19][C:20](=[O:22])[CH2:21][C:13]4=[CH:12][C:11]=3[CH:10]=[N:9]2)=[CH:4][CH:3]=1.[Li+].C[Si]([N-][Si](C)(C)C)(C)C.[N:33]1[CH:38]=[CH:37][CH:36]=[CH:35][C:34]=1[CH:39]=O.C(O)(=O)C>C1COCC1>[F:1][C:2]1[CH:7]=[CH:6][C:5]([N:8]2[C:16]3[N:15]=[C:14]4[CH2:17][CH2:18][CH2:19][C:20](=[O:22])/[C:21](=[CH:39]/[C:34]5[CH:35]=[CH:36][CH:37]=[CH:38][N:33]=5)/[C:13]4=[CH:12][C:11]=3[CH:10]=[N:9]2)=[CH:4][CH:3]=1 |f:1.2|. Procedure: 1-(4-Fluorophenyl)-5,7,8,9-tetrahydrocyclohepta[b]pyrazolo[4,3-e]pyridin-6 (1H)-one (114, R1=4-Fluorophenyl) (15.0 g, 50.8 mmol) and THF (430 mL) were stirred until a solution formed. The mixture was cooled to about −70° C. then LiHMDS (1M in THF, 53 mL, 53.0 mmol) was added keeping the internal temperature between about −65 and −70° C. After about 45 min picolinaldehyde (16.32 g, 152 mmol) was added. After about 5 min the mixture was allowed to warm to about −10° C. over about 90 min. Acetic ac... Yield: 37.0%. Starting materials: C(=O)(O)[O-].[Na+] (NaHCO3), COC1=CC=C(CCl)C=C1 (4-methoxybenzyl chloride), O=C1CC(C1)C(=O)O (3-oxocyclobutanecarboxylic acid). As a reaction SMILES: [O:1]=[C:2]1[CH2:5][CH:4]([C:6]([OH:8])=[O:7])[CH2:3]1.C([O-])(O)=O.[Na+].[CH3:14][O:15][C:16]1[CH:23]=[CH:22][C:19]([CH2:20]Cl)=[CH:18][CH:17]=1>C(Cl)Cl.[Br-].C([N+](CCCC)(CCCC)CCCC)CCC.O>[O:1]=[C:2]1[CH2:5][CH:4]([C:6]([O:8][CH2:20][C:19]2[CH:22]=[CH:23][C:16]([O:15][CH3:14])=[CH:17][CH:18]=2)=[O:7])[CH2:3]1 |f:1.2,5.6|. The solvent is C(Cl)Cl (DCM), O (water). The product is O=C1CC(C1)C(=O)OCC1=CC=C(C=C1)OC (4-methoxybenzyl 3-oxocyclobutanecarboxylate). Procedure details: To a solution of 3-oxocyclobutanecarboxylic acid (20.0 g, 175.3 mmol) in DCM (500 mL) was added satd. aq. NaHCO3 (293 mL), tetrabutyl ammonium bromide (75.3 g, 227.9 mmol) and 4-methoxybenzyl chloride (33.0 g, 210.4 mmol) and the mixture was stirred at RT overnight. After the reaction was completed, the mixture was diluted with water and twice extracted with DCM (250 mL). The organic layer was washed with water, dried (Na2SO4), filtered and concentrated in vacuo. The crude product was purified b... The reagents and catalysts are [Br-].C(CCC)[N+](CCCC)(CCCC)CCCC (tetrabutyl ammonium bromide). Reactants: O=C(Cl)c1ccccc1, O=C(c1ccc(OCCN2CCCCC2)cc1)c1c(C2CCCCC2)sc2cc(O)ccc12, c1ccncc1. The product is O=C(Oc1ccc2c(C(=O)c3ccc(OCCN4CCCCC4)cc3)c(C3CCCCC3)sc2c1)c1ccccc1. RXN SMILES: [C:34]([c:35]1[cH:36][cH:37][cH:38][cH:39][cH:40]1)(=[O:41])[Cl:42].[OH:1][c:2]1[cH:3][cH:4][c:5]2[c:6]([s:7][c:8]([CH:27]3[CH2:28][CH2:29][CH2:30][CH2:31][CH2:32]3)[c:9]2[C:10](=[O:11])[c:12]2[cH:13][cH:14][c:15]([O:18][CH2:19][CH2:20][N:21]3[CH2:22][CH2:23][CH2:24][CH2:25][CH2:26]3)[cH:16][cH:17]2)[cH:33]1.[cH:43]1[cH:44][cH:45][n:46][cH:47][cH:48]1>>[O:1]([c:2]1[cH:3][cH:4][c:5]2[c:6]([s:7][c:8]([CH:27]3[CH2:28][CH2:29][CH2:30][CH2:31][CH2:32]3)[c:9]2[C:10](=[O:11])[c:12]2[cH:13][cH:14][c:15]([O:18][CH2:19][CH2:20][N:21]3[CH2:22][CH2:23][CH2:24][CH2:25][CH2:26]3)[cH:16][cH:17]2)[cH:33]1)[C:34]([c:35]1[cH:36][cH:37][cH:38][cH:39][cH:40]1)=[O:41]. Starting materials: ClCCNC(=O)NC1CCCC1 (1-(2-chloroethyl)-3-cyclopentylurea), [H-].[Na+] (NaH). Run in C1CCOC1 (THF). Run at temperature 0 celsius, time 1 hour. Product: C1(CCCC1)N1C(NCC1)=O (1-cyclopentylimidazolidin-2-one). Isolated yield 62.5%. RXN SMILES: Cl[CH2:2][CH2:3][NH:4][C:5]([NH:7][CH:8]1[CH2:12][CH2:11][CH2:10][CH2:9]1)=[O:6].[H-].[Na+]>C1COCC1>[CH:8]1([N:7]2[CH2:2][CH2:3][NH:4][C:5]2=[O:6])[CH2:12][CH2:11][CH2:10][CH2:9]1 |f:1.2|. Reported procedure: A −20° C. solution of 1-(2-chloroethyl)-3-cyclopentylurea (8.5 g, 44.6 mmol) in THF (446 mL), under Ar, was treated with NaH (60% in mineral oil, 4.46 g, 111 mmol), stirred at −10° C. for 1 h, 0° C. for 1 h, then RT for 3 h. The mixture was cooled to 0° C., treated with 50% satd. NH4Cl, the layers separated and the aqueous layer extracted with EtOAc (3×). The combined organics were dried over Na2SO4 and concentrated to dryness. The material was suspended in Et2O, the solids removed via filtratio... The reactants are C1(=C(C(=C(C(=C1F)F)F)N)F)N.Cl.Cl (dihydrochloride), COC(N(C)C)OC (dimethylformamide dimethyl acetal), N1C(=NCCCC1)CCC1CCNCC1 (4-[2-(4,5,6,7-tetrahydro-1H-1,3-diazepin-2-yl)ethyl]piperidine), CO[Na] (MeONa). Solvent: CO (methanol). Conditions: temperature 90 celsius. Product: COC(N1CCC(CC1)CCC=1NCCCCN1)OC (4-[2-(4,5,6,7-tetrahydro-1H-1,3-diazepin-2-yl)ethyl] 1-piperidinecarboxaldehyde dimethylacetal). RXN SMILES: C1(N)C(F)=C(F)C(F)=C(N)C=1F.Cl.Cl.[NH:15]1[CH2:21][CH2:20][CH2:19][CH2:18][N:17]=[C:16]1[CH2:22][CH2:23][CH:24]1[CH2:29][CH2:28][NH:27][CH2:26][CH2:25]1.CO[Na].[CH3:33][O:34][CH:35]([O:39][CH3:40])N(C)C>CO>[CH3:33][O:34][CH:35]([O:39][CH3:40])[N:27]1[CH2:26][CH2:25][CH:24]([CH2:23][CH2:22][C:16]2[NH:17][CH2:18][CH2:19][CH2:20][CH2:21][N:15]=2)[CH2:29][CH2:28]1 |f:0.1.2|. Procedure: The dihydrochloride salt of 4-[2-(4,5,6,7-tetrahydro-1H-1,3-diazepin-2-yl)ethyl]piperidine (1.6 g, 5.8 mM) in methanol (12 ml) which contained MeONa (12 mM) and dimethylformamide dimethyl acetal (20 ml) was heated at 90° C. for 8 hrs. The excess of dimethylformamide dimethylacetal was removed in vacuo to give the 4-[2-(4,5,6,7-tetrahydro-1H-1,3-diazepin-2-yl)ethyl] 1-piperidinecarboxaldehyde dimethylacetal. To the mixture of 6-aminopenicillanic acid (1.1 g, 5 mM) and diisopropylethylamine (0.96 ... Starting materials: CC(=O)O, C=Cc1c(F)c(F)c(F)c2c1c(=O)c(C(=O)OCC)cn2-c1ccc(F)cc1F, O, O=S(=O)(O)O. Yields the product C=Cc1c(F)c(F)c(F)c2c1c(=O)c(C(=O)O)cn2-c1ccc(F)cc1F. Reaction SMILES: [CH3:36][C:37](=[O:38])[OH:39].[F:1][c:2]1[c:3](-[n:9]2[cH:10][c:11]([C:25](=[O:26])[O:27][CH2:28][CH3:29])[c:12](=[O:24])[c:13]3[c:14]([CH:22]=[CH2:23])[c:15]([F:21])[c:16]([F:20])[c:17]([F:19])[c:18]23)[cH:4][cH:5][c:6]([F:8])[cH:7]1.[OH2:30].[S:31](=[O:32])(=[O:33])([OH:34])[OH:35]>>[F:1][c:2]1[c:3](-[n:9]2[cH:10][c:11]([C:25](=[O:26])[OH:27])[c:12](=[O:24])[c:13]3[c:14]([CH:22]=[CH2:23])[c:15]([F:21])[c:16]([F:20])[c:17]([F:19])[c:18]23)[cH:4][cH:5][c:6]([F:8])[cH:7]1.